From a dataset of the Open Reaction Database (ORD), a public repository of structured organic reaction records. describe an organic reaction: reactants, conditions, products, and yield Reactants: ClC(=O)OCCCCCCCCCCCCCCCCCC (octadecyl chloroformate), P(OC)(OC)OC (P(OMe)3). Run at temperature 80 celsius, time 2 hour. Yields the product C(CCCCCCCCCCCCCCCCC)OC(=O)P(OC)(OC)=O (dimethyl 1-octadecyloxycarbonylphosphonate). As a reaction SMILES: Cl[C:2]([O:4][CH2:5][CH2:6][CH2:7][CH2:8][CH2:9][CH2:10][CH2:11][CH2:12][CH2:13][CH2:14][CH2:15][CH2:16][CH2:17][CH2:18][CH2:19][CH2:20][CH2:21][CH3:22])=[O:3].[P:23]([O:28]C)([O:26][CH3:27])[O:24][CH3:25]>>[CH2:5]([O:4][C:2]([P:23](=[O:28])([O:26][CH3:27])[O:24][CH3:25])=[O:3])[CH2:6][CH2:7][CH2:8][CH2:9][CH2:10][CH2:11][CH2:12][CH2:13][CH2:14][CH2:15][CH2:16][CH2:17][CH2:18][CH2:19][CH2:20][CH2:21][CH3:22]. Reported procedure: A mixture of octadecyl chloroformate (7.0 g, 21 mmol) and P(OMe)3 (37.2 mL) was stirred at 80° C. for 2 hours and allowed to cool overnight. The white solid of the title compound which formed was collected, washed with hexane, and dried overnight in a vacuum oven; yield 6.0 g. A second crop was obtained from the filtrate upon cooling (2.1 g); total yield 8.1 g (95%); mp 41-42° C. (hexane); IR (KBr): υ 2950-2880, 2830, 1710, 1470, 1375, 1350, 1280, 1220 cm−1; 1H NMR (CDCl3) δ 0.8-1.8 (m, 35H, CH3...